Dataset: the Open Reaction Database (ORD), a public repository of structured organic reaction records. Task: describe an organic reaction: reactants, conditions, products, and yield Reactants: CC(C)Br, O=C([O-])[O-], CCOC(C)=O, COC(=O)c1cc(O)cc(O)c1, CN(C)C=O, [K+], [K+], O. The product is COC(=O)c1cc(O)cc(OC(C)C)c1. As a reaction SMILES: [Br:7][CH:8]([CH3:9])[CH3:10].[C:1](=[O:2])([O-:3])[O-:4].[CH2:29]([O:30][C:31](=[O:32])[CH3:33])[CH3:34].[CH3:11][O:12][C:13]([c:14]1[cH:15][c:16]([OH:21])[cH:17][c:18]([OH:20])[cH:19]1)=[O:22].[CH3:24][N:25]([CH3:26])[CH:27]=[O:28].[K+:5].[K+:6].[OH2:23]>>[CH:8]([CH3:9])([CH3:10])[O:20][c:18]1[cH:17][c:16]([OH:21])[cH:15][c:14]([C:13]([O:12][CH3:11])=[O:22])[cH:19]1. The reactants are CSC, COCCOC, N#CCSc1cc(Cl)cc(Cl)c1, Cl, [Na+], [OH-], O. The product is NCCSc1cc(Cl)cc(Cl)c1. As a reaction SMILES: [CH3:13][S:14][CH3:15].[CH3:19][O:20][CH2:21][CH2:22][O:23][CH3:24].[Cl:1][c:2]1[cH:3][c:4]([S:9][CH2:10][C:11]#[N:12])[cH:5][c:6]([Cl:8])[cH:7]1.[ClH:16].[Na+:18].[OH-:17].[OH2:25]>>[Cl:1][c:2]1[cH:3][c:4]([S:9][CH2:10][CH2:11][NH2:12])[cH:5][c:6]([Cl:8])[cH:7]1. Starting materials: [H-].[Na+] (Sodium hydride), C1(CC1)NC(=O)C=1C=NNC1 (N-cyclopropyl-1H-pyrazole-4-carboxamide), C(C)(C)(C)C1=NC2=C(N1CC1CCOCC1)C=CC(=C2)S(=O)(=O)Cl (2-tert-butyl-1-(tetrahydro-2H-pyran-4-ylmethyl)-1H-benzimidazole-5-sulfonyl chloride). The solvent is C1CCOC1.CN(C)C=O (THF DMF). Conditions: temperature 0 celsius, time 0.5 hour. Yields the product C(C)(C)(C)C1=NC2=C(N1CC1CCOCC1)C=CC(=C2)S(=O)(=O)N2N=CC(=C2)C(=O)NC2CC2 (1-{[2-tert-butyl-1-(tetrahydro-2H-pyran-4-ylmethyl)-1H-benzimidazol-5-yl]sulfonyl}-N-cyclopropyl-1H-pyrazole-4-carboxamide). Isolated yield 31.8%. Reaction SMILES: [H-].[Na+].[CH:3]1([NH:6][C:7]([C:9]2[CH:10]=[N:11][NH:12][CH:13]=2)=[O:8])[CH2:5][CH2:4]1.[C:14]([C:18]1[N:22]([CH2:23][CH:24]2[CH2:29][CH2:28][O:27][CH2:26][CH2:25]2)[C:21]2[CH:30]=[CH:31][C:32]([S:34](Cl)(=[O:36])=[O:35])=[CH:33][C:20]=2[N:19]=1)([CH3:17])([CH3:16])[CH3:15]>C1COCC1.CN(C=O)C>[C:14]([C:18]1[N:22]([CH2:23][CH:24]2[CH2:25][CH2:26][O:27][CH2:28][CH2:29]2)[C:21]2[CH:30]=[CH:31][C:32]([S:34]([N:11]3[CH:10]=[C:9]([C:7]([NH:6][CH:3]4[CH2:4][CH2:5]4)=[O:8])[CH:13]=[N:12]3)(=[O:35])=[O:36])=[CH:33][C:20]=2[N:19]=1)([CH3:17])([CH3:15])[CH3:16] |f:0.1,4.5|. Reported procedure: Sodium hydride (0.98 g, 60%, 25 mmol) was added to a solution of N-cyclopropyl-1H-pyrazole-4-carboxamide (0.49 g, 3.5 mmol) (see following steps B and C for preparation) in 40 mL of THF-DMF (3:1) at 0° C. Stirring for 1 h at 0° C. and 0.5 h at room temperature, 2-tert-butyl-1-(tetrahydro-2H-pyran-4-ylmethyl)-1H-benzimidazole-5-sulfonyl chloride (1.30 g, 3.5 mmol) was added. The reaction mixture was stirred for 2 h at 0° C., quenched with NaHCO3 (10 mL) and extracted with EtOAc (3×50 mL). The com...